From a dataset of the Open Reaction Database (ORD), a public repository of structured organic reaction records. describe an organic reaction: reactants, conditions, products, and yield The reactants are C([C@@H]1[C@@H]2[C@@H]([C@H]([C@H](O1)O[C@@H]3[C@H](O[C@@H]([C@@H]([C@H]3O)O)O[C@@H]4[C@H](O[C@@H]([C@@H]([C@H]4O)O)O[C@@H]5[C@H](O[C@@H]([C@@H]([C@H]5O)O)O[C@@H]6[C@H](O[C@@H]([C@@H]([C@H]6O)O)O[C@@H]7[C@H](O[C@@H]([C@@H]([C@H]7O)O)O[C@@H]8[C@H](O[C@H](O2)[C@@H]([C@H]8O)O)CO)CO)CO)CO)CO)CO)O)O)O (β-cyclodextrin), P(O)(O)(O)=O (phosphoric acid). Conditions: temperature 0 celsius. The product is C([C@@H]1[C@@H]2[C@@H]([C@H]([C@H](O1)O[C@@H]3[C@H](O[C@@H]([C@@H]([C@H]3O)O)O[C@@H]4[C@H](O[C@@H]([C@@H]([C@H]4O)O)O[C@@H]5[C@H](O[C@@H]([C@@H]([C@H]5O)O)O[C@@H]6[C@H](O[C@@H]([C@@H]([C@H]6O)O)O[C@@H]7[C@H](O[C@@H]([C@@H]([C@H]7O)O)O[C@@H]8[C@H](O[C@H](O2)[C@@H]([C@H]8O)O)CO)CO)CO)CO)CO)CO)O)O)O.P(O)(O)(O)=O (β-cyclodextrin phosphoric acid). As a reaction SMILES: [CH2:1]([OH:77])[C@H:2]1[O:7][C@@H:6]2[O:8][C@H:9]3[C@H:14]([OH:15])[C@@H:13]([OH:16])[C@@H:12]([O:17][C@H:18]4[C@H:23]([OH:24])[C@@H:22]([OH:25])[C@@H:21]([O:26][C@H:27]5[C@H:32]([OH:33])[C@@H:31]([OH:34])[C@@H:30]([O:35][C@H:36]6[C@H:41]([OH:42])[C@@H:40]([OH:43])[C@@H:39]([O:44][C@H:45]7[C@H:50]([OH:51])[C@@H:49]([OH:52])[C@@H:48]([O:53][C@H:54]8[C@H:60]([OH:61])[C@@H:59]([OH:62])[C@@H:57]([O:58][C@H:3]1[C@H:4]([OH:76])[C@H:5]2[OH:75])[O:56][C@@H:55]8[CH2:63][OH:64])[O:47][C@@H:46]7[CH2:65][OH:66])[O:38][C@@H:37]6[CH2:67][OH:68])[O:29][C@@H:28]5[CH2:69][OH:70])[O:20][C@@H:19]4[CH2:71][OH:72])[O:11][C@@H:10]3[CH2:73][OH:74].[P:78](=[O:82])([OH:81])([OH:80])[OH:79]>>[CH2:67]([OH:68])[C@H:37]1[O:38][C@@H:39]2[O:44][C@H:45]3[C@H:50]([OH:51])[C@@H:49]([OH:52])[C@@H:48]([O:53][C@H:54]4[C@H:60]([OH:61])[C@@H:59]([OH:62])[C@@H:57]([O:58][C@H:3]5[C@H:4]([OH:76])[C@@H:5]([OH:75])[C@@H:6]([O:8][C@H:9]6[C@H:14]([OH:15])[C@@H:13]([OH:16])[C@@H:12]([O:17][C@H:18]7[C@H:23]([OH:24])[C@@H:22]([OH:25])[C@@H:21]([O:26][C@H:27]8[C@H:32]([OH:33])[C@@H:31]([OH:34])[C@@H:30]([O:35][C@H:36]1[C@H:41]([OH:42])[C@H:40]2[OH:43])[O:29][C@@H:28]8[CH2:69][OH:70])[O:20][C@@H:19]7[CH2:71][OH:72])[O:11][C@@H:10]6[CH2:73][OH:74])[O:7][C@@H:2]5[CH2:1][OH:77])[O:56][C@@H:55]4[CH2:63][OH:64])[O:47][C@@H:46]3[CH2:65][OH:66].[P:78](=[O:79])([OH:82])([OH:81])[OH:80] |f:2.3|. Procedure: 40 g of crystalline β-cyclodextrin is homogenized well with 10 ml of 40% by weight phosphoric acid cooled to 0° C. by intensive rubbing in a rub mortar then dried in a drying oven at 60° C. 44 g of the β-cyclodextrin-phosphoric acid inclusion complex are obtained which has a phosphoric acid content of 10% by weight and the incorporation rate is 1.4 moles/mole. Starting materials: O=C1CCC(=O)N1Br, CC1(C)CCCc2cc(Br)ccc21, O=C(OOC(=O)c1ccccc1)c1ccccc1, ClC(Cl)(Cl)Cl. Product: CC1(C)CCC(Br)c2cc(Br)ccc21. As a reaction SMILES: [Br:14][N:15]1[C:16](=[O:17])[CH2:18][CH2:19][C:20]1=[O:21].[Br:1][c:2]1[cH:3][c:4]2[c:9]([cH:10][cH:11]1)[C:8]([CH3:12])([CH3:13])[CH2:7][CH2:6][CH2:5]2.[C:22]([O:23][O:24][C:25](=[O:26])[c:27]1[cH:28][cH:29][cH:30][cH:31][cH:32]1)(=[O:33])[c:34]1[cH:35][cH:36][cH:37][cH:38][cH:39]1.[Cl:40][C:41]([Cl:42])([Cl:43])[Cl:44]>>[Br:1][c:2]1[cH:3][c:4]2[c:9]([cH:10][cH:11]1)[C:8]([CH3:12])([CH3:13])[CH2:7][CH2:6][CH:5]2[Br:14]. Reactants: C(C)(C)(C)OC(C[C@@H](C=O)NS(=O)(=O)C1=C(C=C(C=C1)N1CCCC1)OCCC1=CC=CC2=CC=CC=C12)=O ((S)-3-[2-(2-naphthalen-1-yl-ethoxy)-4-pyrrolidin-1-yl-benzenesulfonylamino]-4-oxo-butyric acid tert-butyl ester). Run in C(=O)(C(F)(F)F)O (TFA), C(Cl)Cl (CH2Cl2). Yields the product C1(=CC=CC2=CC=CC=C12)CCOC1=C(C=CC(=C1)N1CCCC1)S(=O)(=O)N[C@@H](CC(=O)O)C=O ((S)-3-[2-(2-naphthalen-1-yl-ethoxy)-4-pyrrolidin-1-yl-benzenesulfonyl amino]-4-oxo-butyric acid). Isolated yield 34.8%. Reaction SMILES: C([O:5][C:6](=[O:39])[CH2:7][C@H:8]([NH:11][S:12]([C:15]1[CH:20]=[CH:19][C:18]([N:21]2[CH2:25][CH2:24][CH2:23][CH2:22]2)=[CH:17][C:16]=1[O:26][CH2:27][CH2:28][C:29]1[C:38]2[C:33](=[CH:34][CH:35]=[CH:36][CH:37]=2)[CH:32]=[CH:31][CH:30]=1)(=[O:14])=[O:13])[CH:9]=[O:10])(C)(C)C>C(O)(C(F)(F)F)=O.C(Cl)Cl>[C:29]1([CH2:28][CH2:27][O:26][C:16]2[CH:17]=[C:18]([N:21]3[CH2:22][CH2:23][CH2:24][CH2:25]3)[CH:19]=[CH:20][C:15]=2[S:12]([NH:11][C@H:8]([CH:9]=[O:10])[CH2:7][C:6]([OH:39])=[O:5])(=[O:13])=[O:14])[C:38]2[C:33](=[CH:34][CH:35]=[CH:36][CH:37]=2)[CH:32]=[CH:31][CH:30]=1. Reported procedure: A solution of (S)-3-[2-(2-naphthalen-1-yl-ethoxy)-4-pyrrolidin-1-yl-benzenesulfonylamino]-4-oxo-butyric acid tert-butyl ester (0.60 g, 1.10 mmol) in TFA (2 mL) and CH2Cl2 (20 mL) was stirred for 3 h. After the solvent was removed under vacuum, the residue was subjected to preparative reverse-phase HPLC (VYDAC, C18) using linear gradient of water containing 0.1% TFA and acetonitrile containing 0.1% TFA (20-65% acetonitrile, in 120 min) at a flow rate of 20 mL/min. Fractions containing the major p... Reactants: COc1ccc(CNC(=O)C2CCC(=O)CC2)c(OC)c1, O=C(CNc1ncnc2ccc(C(F)(F)F)cc12)NC1CNC1. Product: COc1ccc(CNC(=O)C2CCC(N3CC(NC(=O)CNc4ncnc5ccc(C(F)(F)F)cc45)C3)CC2)c(OC)c1. RXN SMILES: [CH3:1][O:2][c:3]1[c:4]([CH2:5][NH:6][C:7](=[O:8])[CH:9]2[CH2:10][CH2:11][C:12](=[O:15])[CH2:13][CH2:14]2)[cH:16][cH:17][c:18]([O:20][CH3:21])[cH:19]1.[NH:22]1[CH2:23][CH:24]([NH:26][C:27]([CH2:28][NH:29][c:30]2[n:31][cH:32][n:33][c:34]3[cH:35][cH:36][c:37]([C:40]([F:41])([F:42])[F:43])[cH:38][c:39]23)=[O:44])[CH2:25]1>>[CH3:1][O:2][c:3]1[c:4]([CH2:5][NH:6][C:7](=[O:8])[CH:9]2[CH2:10][CH2:11][CH:12]([N:22]3[CH2:23][CH:24]([NH:26][C:27]([CH2:28][NH:29][c:30]4[n:31][cH:32][n:33][c:34]5[cH:35][cH:36][c:37]([C:40]([F:41])([F:42])[F:43])[cH:38][c:39]45)=[O:44])[CH2:25]3)[CH2:13][CH2:14]2)[cH:16][cH:17][c:18]([O:20][CH3:21])[cH:19]1.